This data is from the Open Reaction Database (ORD), a public repository of structured organic reaction records. The task is: describe an organic reaction: reactants, conditions, products, and yield Reported procedure: To a solution of 3-thiophenecarboxaldehyde (1.3 g, 1.2 mM) and 2,5-dimethyl-2-(4-fluorophenyl)-3(2H)-furanone (2.0 g, 9.8 mM) in ethanol (75 mL), was added 1N aqueous sodium hydroxide (2 mL, 2 mM). The reaction solution was stirred at room temperature for one day. After saturated aqueous sodium chloride (400 mL) was added, the aqueous layer was extracted with dichloromethane (3×100 mL). The combined dichloromethane extracts were washed with saturated aqueous sodium chloride (50 mL), dried over M... Yields the product FC1=CC=C(C=C1)C1(OC(=CC1=O)C=CC1=CSC=C1)C (2-(4-Fluorophenyl)-2-methyl-5-[2-(3-thienyl)ethenyl]-3(2H)-furanone). Solvent: C(C)O (ethanol). Reaction SMILES: [S:1]1[CH:5]=[CH:4][C:3]([CH:6]=O)=[CH:2]1.[CH3:8][C:9]1([C:16]2[CH:21]=[CH:20][C:19]([F:22])=[CH:18][CH:17]=2)[C:13](=[O:14])[CH:12]=[C:11]([CH3:15])[O:10]1.[OH-].[Na+].[Cl-].[Na+]>C(O)C>[F:22][C:19]1[CH:20]=[CH:21][C:16]([C:9]2([CH3:8])[C:13](=[O:14])[CH:12]=[C:11]([CH:15]=[CH:6][C:3]3[CH:4]=[CH:5][S:1][CH:2]=3)[O:10]2)=[CH:17][CH:18]=1 |f:2.3,4.5|. The yield is 61.8%. Reactants: [Cl-].[Na+] (sodium chloride), S1C=C(C=C1)C=O (3-thiophenecarboxaldehyde), CC1(OC(=CC1=O)C)C1=CC=C(C=C1)F (2,5-dimethyl-2-(4-fluorophenyl)-3(2H)-furanone), [OH-].[Na+] (sodium hydroxide). Conditions: time 1 day. The reactants are C(C)OCC (Diethyl ether), [H-].[Na+] (Sodium hydride), OC1=C2C(=C3NC4=CC=CC=C4SC3=C1)C=CC=C2 (5-hydroxy-12H-benzo[a]phenothiazine), COCCl (chloromethyl methyl ether). Solvent: C1CCOC1 (THF), O (water). Run at time 15 minute. Yields the product COCOC1=C2C(=C3NC4=CC=CC=C4SC3=C1)C=CC=C2 (5-Methoxymethoxy-12H-benzo[a]phenothiazine). As a reaction SMILES: [H-].[Na+].[OH:3][C:4]1[CH:17]=[C:16]2[C:7]([NH:8][C:9]3[C:14]([S:15]2)=[CH:13][CH:12]=[CH:11][CH:10]=3)=[C:6]2[CH:18]=[CH:19][CH:20]=[CH:21][C:5]=12.[CH3:22][O:23][CH2:24]Cl.C(OCC)C>C1COCC1.O>[CH3:22][O:23][CH2:24][O:3][C:4]1[CH:17]=[C:16]2[C:7]([NH:8][C:9]3[C:14]([S:15]2)=[CH:13][CH:12]=[CH:11][CH:10]=3)=[C:6]2[CH:18]=[CH:19][CH:20]=[CH:21][C:5]=12 |f:0.1|. Procedure: Sodium hydride (75 mg) was added to a solution of 5-hydroxy-12H-benzo[a]phenothiazine (1) (500 mg) and chloromethyl methyl ether (154 mg) in THF (10 ml) and the reaction mixture was stirred for 15 minutes. Diethyl ether (60 ml) was added to the reaction mixture followed by water (60 ml). The ether layer was decanted, dried and evaporated to dryness. The resulting residue was chromatographed on silica gel (CH2Cl2 /hexane (7:3)) to afford the title compound, m.p. 103° C. Anal. C18H15NO2S; Calcd.: ... The reactants are ClC1=C(C=C(C(=C1)F)N1C(N(C(=CC1=O)C(F)(F)F)C)=O)O (2-chloro-4-fluoro-5-[3-methyl-2,6-dioxo-4-(trifluoromethyl)-1,2,3,6-tetrahydropyrimidin-1-yl]phenol), COC1=CC(=NC(=N1)S(=O)(=O)C)OC(C)C(=O)OC (6-methoxy-4-{1-(methoxycarbonyl)ethoxy}-2-methylsulfonylpyrimidine), CN(C=O)C (N,N-dimethylformamide), C([O-])([O-])=O.[K+].[K+] (potassium carbonate). The solvent is O (water). Conditions: temperature 80 celsius, time 1 hour. The product is ClC1=C(OC2=NC(=CC(=N2)OC(C)C(=O)OC)OC)C=C(C(=C1)F)N1C(N(C(=CC1=O)C(F)(F)F)C)=O (2-{2-chloro-4-fluoro-5-[3-methyl-2,6-dioxo-4-(trifluoromethyl)-1,2,3,6-tetrahydropyrimidin-1-yl]phenoxy}-6-methoxy-4-{1-(methoxycarbonyl)ethoxy}pyrimidine). The yield is 97.2%. As a reaction SMILES: [Cl:1][C:2]1[CH:7]=[C:6]([F:8])[C:5]([N:9]2[C:14](=[O:15])[CH:13]=[C:12]([C:16]([F:19])([F:18])[F:17])[N:11]([CH3:20])[C:10]2=[O:21])=[CH:4][C:3]=1[OH:22].[CH3:23][O:24][C:25]1[N:30]=[C:29](S(C)(=O)=O)[N:28]=[C:27]([O:35][CH:36]([C:38]([O:40][CH3:41])=[O:39])[CH3:37])[CH:26]=1.CN(C)C=O.C(=O)([O-])[O-].[K+].[K+]>O>[Cl:1][C:2]1[CH:7]=[C:6]([F:8])[C:5]([N:9]2[C:14](=[O:15])[CH:13]=[C:12]([C:16]([F:18])([F:19])[F:17])[N:11]([CH3:20])[C:10]2=[O:21])=[CH:4][C:3]=1[O:22][C:29]1[N:28]=[C:27]([O:35][CH:36]([C:38]([O:40][CH3:41])=[O:39])[CH3:37])[CH:26]=[C:25]([O:24][CH3:23])[N:30]=1 |f:3.4.5|. Procedure details: To a mixture of 400 mg of 2-chloro-4-fluoro-5-[3-methyl-2,6-dioxo-4-(trifluoromethyl)-1,2,3,6-tetrahydropyrimidin-1-yl]phenol, 377 mg of 6-methoxy-4-{1-(methoxycarbonyl)ethoxy}-2-methylsulfonylpyrimidine and 3 ml of N,N-dimethylformamide, 196 mg of potassium carbonate was added, and the mixture was stirred for 1 hour at 80° C. The reaction solution was cooled to room temperature, then, this reaction solution was poured into water, and extracted with ethyl acetate. The organic layer was washed wi... Starting materials: CCc1ccc(CN)cc1, COC(=O)c1c(CBr)cc(Cl)cc1C(F)(F)F, CCOC(C)=O, Cc1ccccc1, CCCCCC, [K+], [K+], O=C([O-])[O-]. The product is CCc1ccc(CN2Cc3cc(Cl)cc(C(F)(F)F)c3C2=O)cc1. Reaction SMILES: [CH2:18]([CH3:19])[c:20]1[cH:21][cH:22][c:23]([CH2:24][NH2:25])[cH:26][cH:27]1.[CH3:1][O:2][C:3]([c:4]1[c:5]([CH2:15][Br:16])[cH:6][c:7]([Cl:14])[cH:8][c:9]1[C:10]([F:11])([F:12])[F:13])=[O:17].[CH3:34][CH2:35][O:36][C:37](=[O:38])[CH3:39].[CH3:40][c:41]1[cH:42][cH:43][cH:44][cH:45][cH:46]1.[CH3:47][CH2:48][CH2:49][CH2:50][CH2:51][CH3:52].[K+:28].[K+:29].[O-:30][C:31]([O-:32])=[O:33]>>[C:3]1(=[O:17])[c:4]2[c:5]([cH:6][c:7]([Cl:14])[cH:8][c:9]2[C:10]([F:11])([F:12])[F:13])[CH2:15][N:25]1[CH2:24][c:23]1[cH:22][cH:21][c:20]([CH2:18][CH3:19])[cH:27][cH:26]1. The reactants are BrCc1ccccc1, O=C([O-])[O-], COC(=O)c1ccc(O)cc1F, [K+], [K+], CN(C)C=O, O. The product is COC(=O)c1ccc(OCc2ccccc2)cc1F. RXN SMILES: [Br:19][CH2:20][c:21]1[cH:22][cH:23][cH:24][cH:25][cH:26]1.[C:13](=[O:14])([O-:15])[O-:16].[F:1][c:2]1[c:3]([C:4](=[O:5])[O:6][CH3:7])[cH:8][cH:9][c:10]([OH:12])[cH:11]1.[K+:17].[K+:18].[O:28]=[CH:29][N:30]([CH3:31])[CH3:32].[OH2:27]>>[F:1][c:2]1[c:3]([C:4](=[O:5])[O:6][CH3:7])[cH:8][cH:9][c:10]([O:12][CH2:20][c:21]2[cH:22][cH:23][cH:24][cH:25][cH:26]2)[cH:11]1. Reaction SMILES: [C:24]([O:25][CH3:26])(=[O:27])[CH:28]=[CH2:29].[CH2:15]([NH:16][CH3:17])[c:18]1[cH:19][cH:20][cH:21][cH:22][cH:23]1.[CH3:31][c:32]1[cH:33][cH:34][cH:35][cH:36][cH:37]1.[CH:1]1([CH2:7][N:8]([CH3:9])[CH2:10][CH2:11][C:12](=[O:13])[OH:14])[CH2:2][CH2:3][CH2:4][CH2:5][CH2:6]1.[Pt:30]>>[CH:1]1([CH2:7][N:8]([CH3:9])[CH2:10][CH2:11][C:12](=[O:13])[O:14][CH3:15])[CH2:2][CH2:3][CH2:4][CH2:5][CH2:6]1. Yields the product COC(=O)CCN(C)CC1CCCCC1. Starting materials: C=CC(=O)OC, CNCc1ccccc1, Cc1ccccc1, CN(CCC(=O)O)CC1CCCCC1, [Pt].